Dataset: the Open Reaction Database (ORD), a public repository of structured organic reaction records. Task: describe an organic reaction: reactants, conditions, products, and yield Reaction SMILES: [CH2:1]([c:2]1[cH:3][cH:4][cH:5][cH:6][cH:7]1)[O:8][c:9]1[c:10]([C:43]([CH3:44])([CH3:45])[CH3:46])[cH:11][c:12]([CH2:15][CH2:16][N:17]([C:18]([c:19]2[c:20]([F:30])[c:21]([Cl:29])[cH:22][c:23]([C:25]([F:26])([F:27])[F:28])[cH:24]2)=[O:31])[CH2:32][c:33]2[cH:34][cH:35][c:36]([C:39]([CH3:40])([CH3:41])[CH3:42])[cH:37][cH:38]2)[cH:13][cH:14]1.[CH3:47][CH2:48][O:49][C:50](=[O:51])[CH3:52]>>[OH:8][c:9]1[c:10]([C:43]([CH3:44])([CH3:45])[CH3:46])[cH:11][c:12]([CH2:15][CH2:16][N:17]([C:18]([c:19]2[c:20]([F:30])[c:21]([Cl:29])[cH:22][c:23]([C:25]([F:26])([F:27])[F:28])[cH:24]2)=[O:31])[CH2:32][c:33]2[cH:34][cH:35][c:36]([C:39]([CH3:40])([CH3:41])[CH3:42])[cH:37][cH:38]2)[cH:13][cH:14]1. Product: CC(C)(C)c1ccc(CN(CCc2ccc(O)c(C(C)(C)C)c2)C(=O)c2cc(C(F)(F)F)cc(Cl)c2F)cc1. Reactants: CC(C)(C)c1ccc(CN(CCc2ccc(OCc3ccccc3)c(C(C)(C)C)c2)C(=O)c2cc(C(F)(F)F)cc(Cl)c2F)cc1, CCOC(C)=O.